From a dataset of the Open Reaction Database (ORD), a public repository of structured organic reaction records. describe an organic reaction: reactants, conditions, products, and yield The solvent is C(C)(=O)OCC (ethyl acetate). RXN SMILES: S([O-])([O-])(=O)=[O:2].[Mg+2:6].[OH-].[Na+].[CH2:9]([O:15][C:16]1[CH:25]=[CH:24][C:19]([C:20]([O:22][OH:23])=[O:21])=[CH:18][CH:17]=1)[CH2:10][CH2:11][CH2:12][CH2:13][CH3:14]>C(OCC)(=O)C>[OH-:2].[Mg+2:6].[OH-:15].[CH2:9]([O:15][C:16]1[CH:17]=[CH:18][C:19]([C:20]([O:22][O-:23])=[O:21])=[CH:24][CH:25]=1)[CH2:10][CH2:11][CH2:12][CH2:13][CH3:14].[CH2:9]([O:15][C:16]1[CH:17]=[CH:18][C:19]([C:20](=[O:21])[O:22][O-:23])=[CH:24][CH:25]=1)[CH2:10][CH2:11][CH2:12][CH2:13][CH3:14].[Mg+2:6] |f:0.1,2.3,6.7.8,9.10.11|. Starting materials: S(=O)(=O)([O-])[O-].[Mg+2] (magnesium sulfate), [OH-].[Na+] (sodium hydroxide), C(CCCCC)OC1=CC=C(C(=O)OO)C=C1 (4-hexyloxyperoxybenzoic acid). Conditions: time 15 minute. Procedure: A dispersion of magnesium hydroxide (4.20 mmol) was prepared by dissolving magnesium sulfate (0.505 g, 4.20 mmol) 20 ml water and adding 8.4 mmol of 1N sodium hydroxide (0.336 g, 8.40 mmol). To this stirred dispersion was added in one portion a solution of 4-hexyloxyperoxybenzoic acid (2.00 g, 8.40 mmol) in 30 mL ethyl acetate. The resulting mixture was stirred for 15 minutes and the precipitated solid collected by filtration and washed with water and then ethyl acetate. Air drying afforded 1.9 ... Product: [OH-].[Mg+2].[OH-] (magnesium hydroxide), C(CCCCC)OC1=CC=C(C(=O)O[O-])C=C1.C(CCCCC)OC1=CC=C(C(O[O-])=O)C=C1.[Mg+2] (magnesium bis(4-hexyloxyperoxybenzoate)).